This data is from the Open Reaction Database (ORD), a public repository of structured organic reaction records. The task is: describe an organic reaction: reactants, conditions, products, and yield Starting materials: [H-].[Na+] (sodium hydride), COC=1C=C2C=3C(CCCC3NC2=CC1)=O (6-methoxy-1,2,3,9-tetrahydro-4H-carbazol-4-one), C(C1=CC=CC=C1)Br (benzyl bromide). Run in CN(C)C=O (DMF). Run at temperature 50 celsius. Product: C(C1=CC=CC=C1)N1C2=CC=C(C=C2C=2C(CCCC12)=O)OC (9-Benzyl-6-methoxy-1,2,3,9-tetrahydro-4H-carbazol-4-one). Yield: 81.9%. Reaction SMILES: [H-].[Na+].[CH3:3][O:4][C:5]1[CH:6]=[C:7]2[C:15](=[CH:16][CH:17]=1)[NH:14][C:13]1[CH2:12][CH2:11][CH2:10][C:9](=[O:18])[C:8]2=1.[CH2:19](Br)[C:20]1[CH:25]=[CH:24][CH:23]=[CH:22][CH:21]=1>CN(C=O)C>[CH2:19]([N:14]1[C:13]2[CH2:12][CH2:11][CH2:10][C:9](=[O:18])[C:8]=2[C:7]2[C:15]1=[CH:16][CH:17]=[C:5]([O:4][CH3:3])[CH:6]=2)[C:20]1[CH:25]=[CH:24][CH:23]=[CH:22][CH:21]=1 |f:0.1|. Reported procedure: To a slurry of 60% sodium hydride (0.76 g, 19.6 mmol) in DMF (20 mL) is added 6-methoxy-1,2,3,9-tetrahydro-4H-carbazol-4-one (3.84 g, 17.8 mmol) over a period of 5 minutes and benzyl bromide (2.4 mL, 19.6 mmol). The mixture is heated to 50° C. for 1 hour then room temperature overnight. The mixture is partitioned between water and CH2Cl2. The layers are separated and the organic layer washed with water (200 mL) and concentrated. The residue is triturated in hexanes and filtered to give 4.45 g (8...